This data is from the Open Reaction Database (ORD), a public repository of structured organic reaction records. The task is: describe an organic reaction: reactants, conditions, products, and yield Reaction SMILES: [Br:14][CH2:15][CH2:16][Br:17].[Br:1][c:2]1[cH:3][c:4]2[c:5]([cH:12][cH:13]1)[C:6]([CH3:10])([CH3:11])[CH2:7][CH2:8][O:9]2.[ClH:22].[Mg:18].[O:19]=[C:20]=[O:21].[O:23]1[CH2:24][CH2:25][CH2:26][CH2:27]1>>[c:2]1([C:20](=[O:19])[OH:21])[cH:3][c:4]2[c:5]([cH:12][cH:13]1)[C:6]([CH3:10])([CH3:11])[CH2:7][CH2:8][O:9]2. Reactants: BrCCBr, CC1(C)CCOc2cc(Br)ccc21, Cl, [Mg], O=C=O, C1CCOC1. Yields the product CC1(C)CCOc2cc(C(=O)O)ccc21. Reactants: CCOC(=O)CBr, O=C([O-])[O-], CC(C)=O, Cc1cc(C(=O)CCc2nc(-c3ccc(Cl)cc3Cl)oc2C(C)C)ccc1O, [K+], [K+]. Yields the product CCOC(=O)COc1ccc(C(=O)CCc2nc(-c3ccc(Cl)cc3Cl)oc2C(C)C)cc1C. RXN SMILES: [Br:35][CH2:36][C:37](=[O:38])[O:39][CH2:40][CH3:41].[C:29](=[O:30])([O-:31])[O-:32].[CH3:42][C:43](=[O:44])[CH3:45].[Cl:1][c:2]1[c:3](-[c:9]2[o:10][c:11]([CH:26]([CH3:27])[CH3:28])[c:12]([CH2:14][CH2:15][C:16](=[O:17])[c:18]3[cH:19][c:20]([CH3:25])[c:21]([OH:24])[cH:22][cH:23]3)[n:13]2)[cH:4][cH:5][c:6]([Cl:8])[cH:7]1.[K+:33].[K+:34]>>[Cl:1][c:2]1[c:3](-[c:9]2[o:10][c:11]([CH:26]([CH3:27])[CH3:28])[c:12]([CH2:14][CH2:15][C:16](=[O:17])[c:18]3[cH:19][c:20]([CH3:25])[c:21]([O:24][CH2:36][C:37](=[O:38])[O:39][CH2:40][CH3:41])[cH:22][cH:23]3)[n:13]2)[cH:4][cH:5][c:6]([Cl:8])[cH:7]1. Starting materials: FC1=C(C=CC(=C1)I)N1C(N(C(C2=C1N(C(C(=C2NC=2C=C(C(=O)O)C=CC2)C)=O)C)=O)CC2=CC=C(C=C2)OC)=O (3-((1-(2-fluoro-4-iodophenyl)-3-(4-methoxybenzyl)-6,8-dimethyl-2,4,7-trioxo-1,2,3,4,7,8-hexahydropyrido[2,3-d]pyrimidin-5-yl)amino)benzoic acid), CCN=C=NCCCN(C)C.Cl (EDC.HCl), C=1C=CC2=C(C1)N=NN2O (HOBT), CCN(C(C)C)C(C)C (DIPEA), Cl.N1CC(CC1)O (pyrrolidin-3-ol hydrochloride). The solvent is C1CCOC1 (THF). Run at time 6 hour. The product is FC1=C(C=CC(=C1)I)N1C(N(C(C2=C1N(C(C(=C2NC2=CC(=CC=C2)C(=O)N2CC(CC2)O)C)=O)C)=O)CC2=CC=C(C=C2)OC)=O (1-(2-fluoro-4-iodophenyl)-5-((3-(3-hydroxypyrrolidine-1-carbonyl)phenyl)amino)-3-(4-methoxybenzyl)-6,8-dimethylpyrido[2,3-d]pyrimidine-2,4,7(1H,3H,8H)-trione). The yield is 62.4%. As a reaction SMILES: [F:1][C:2]1[CH:7]=[C:6]([I:8])[CH:5]=[CH:4][C:3]=1[N:9]1[C:14]2[N:15]([CH3:31])[C:16](=[O:30])[C:17]([CH3:29])=[C:18]([NH:19][C:20]3[CH:21]=[C:22]([CH:26]=[CH:27][CH:28]=3)[C:23]([OH:25])=O)[C:13]=2[C:12](=[O:32])[N:11]([CH2:33][C:34]2[CH:39]=[CH:38][C:37]([O:40][CH3:41])=[CH:36][CH:35]=2)[C:10]1=[O:42].CCN=C=NCCCN(C)C.Cl.C1C=CC2N(O)N=NC=2C=1.CCN(C(C)C)C(C)C.Cl.[NH:75]1[CH2:79][CH2:78][CH:77]([OH:80])[CH2:76]1>C1COCC1>[F:1][C:2]1[CH:7]=[C:6]([I:8])[CH:5]=[CH:4][C:3]=1[N:9]1[C:14]2[N:15]([CH3:31])[C:16](=[O:30])[C:17]([CH3:29])=[C:18]([NH:19][C:20]3[CH:28]=[CH:27][CH:26]=[C:22]([C:23]([N:75]4[CH2:79][CH2:78][CH:77]([OH:80])[CH2:76]4)=[O:25])[CH:21]=3)[C:13]=2[C:12](=[O:32])[N:11]([CH2:33][C:34]2[CH:35]=[CH:36][C:37]([O:40][CH3:41])=[CH:38][CH:39]=2)[C:10]1=[O:42] |f:1.2,5.6|. Procedure details: To a stirred solution of 3-((1-(2-fluoro-4-iodophenyl)-3-(4-methoxybenzyl)-6,8-dimethyl-2,4,7-trioxo-1,2,3,4,7,8-hexahydropyrido[2,3-d]pyrimidin-5-yl)amino)benzoic acid (2b) (800 mg, 1.172 mmol) in THF (5 ml) was added EDC.HCl (494 mg, 2.58 mmol), HOBT (395 mg, 2.58 mmol), DIPEA (0.819 ml, 4.69 mmol) and pyrrolidin-3-ol hydrochloride (290 mg, 2.35 mmol). The reaction mixture was stirred at room temperature under N2 atm for 6 h. The reaction mixture was then partitioned between water and ethyl ac... Starting materials: O=C(NCCSC1OC(COC(=O)c2ccccc2)C(OC(=O)c2ccccc2)C(OC(=O)c2ccccc2)C1OC(=O)c1ccccc1)OCc1ccccc1, ClC(Cl)Cl, O=C1CCC(=O)N1I, CCCCCCCCCCCCCCCCCC(=O)NC(CO)C(=O)OC, O=S(=O)(O)C(F)(F)F. Product: CCCCCCCCCCCCCCCCCC(=O)NC(COC1OC(COC(=O)c2ccccc2)C(OC(=O)c2ccccc2)C(OC(=O)c2ccccc2)C1OC(=O)c1ccccc1)C(=O)OC. RXN SMILES: [C:1]([c:2]1[cH:3][cH:4][cH:5][cH:6][cH:7]1)(=[O:8])[O:9][CH:10]1[CH:11]([S:44][CH2:45][CH2:46][NH:47][C:48](=[O:49])[O:50][CH2:51][c:52]2[cH:53][cH:54][cH:55][cH:56][cH:57]2)[O:12][CH:13]([CH2:34][O:35][C:36]([c:37]2[cH:38][cH:39][cH:40][cH:41][cH:42]2)=[O:43])[CH:14]([O:25][C:26]([c:27]2[cH:28][cH:29][cH:30][cH:31][cH:32]2)=[O:33])[CH:15]1[O:16][C:17]([c:18]1[cH:19][cH:20][cH:21][cH:22][cH:23]1)=[O:24].[CH:101]([Cl:102])([Cl:103])[Cl:104].[I:85][N:86]1[C:87](=[O:88])[CH2:89][CH2:90][C:91]1=[O:92].[OH:58][CH2:59][CH:60]([C:61](=[O:62])[O:63][CH3:64])[NH:65][C:66]([CH2:67][CH2:68][CH2:69][CH2:70][CH2:71][CH2:72][CH2:73][CH2:74][CH2:75][CH2:76][CH2:77][CH2:78][CH2:79][CH2:80][CH2:81][CH2:82][CH3:83])=[O:84].[OH:93][S:94]([C:95]([F:96])([F:97])[F:98])(=[O:99])=[O:100]>>[C:1]([c:2]1[cH:3][cH:4][cH:5][cH:6][cH:7]1)(=[O:8])[O:9][CH:10]1[CH:11]([O:58][CH2:59][CH:60]([C:61](=[O:62])[O:63][CH3:64])[NH:65][C:66]([CH2:67][CH2:68][CH2:69][CH2:70][CH2:71][CH2:72][CH2:73][CH2:74][CH2:75][CH2:76][CH2:77][CH2:78][CH2:79][CH2:80][CH2:81][CH2:82][CH3:83])=[O:84])[O:12][CH:13]([CH2:34][O:35][C:36]([c:37]2[cH:38][cH:39][cH:40][cH:41][cH:42]2)=[O:43])[CH:14]([O:25][C:26]([c:27]2[cH:28][cH:29][cH:30][cH:31][cH:32]2)=[O:33])[CH:15]1[O:16][C:17]([c:18]1[cH:19][cH:20][cH:21][cH:22][cH:23]1)=[O:24].